Dataset: the Open Reaction Database (ORD), a public repository of structured organic reaction records. Task: describe an organic reaction: reactants, conditions, products, and yield Starting materials: CCOC(C)=O, CCCCCC, O=C(Cl)C1CCCCC1, Cl, Nc1ncc([N+](=O)[O-])cn1, c1ccncc1. The product is O=C(Nc1ncc([N+](=O)[O-])cn1)C1CCCCC1. As a reaction SMILES: [C:26]([O:27][CH2:28][CH3:29])(=[O:30])[CH3:31].[CH3:20][CH2:21][CH2:22][CH2:23][CH2:24][CH3:25].[CH:1]1([C:7](=[O:8])[Cl:9])[CH2:2][CH2:3][CH2:4][CH2:5][CH2:6]1.[ClH:38].[NH2:10][c:11]1[n:12][cH:13][c:14]([N+:17](=[O:18])[O-:19])[cH:15][n:16]1.[cH:32]1[cH:33][cH:34][n:35][cH:36][cH:37]1>>[CH:1]1([C:7](=[O:8])[NH:10][c:11]2[n:12][cH:13][c:14]([N+:17](=[O:18])[O-:19])[cH:15][n:16]2)[CH2:2][CH2:3][CH2:4][CH2:5][CH2:6]1. Starting materials: COc1cc(OC)c(F)c(C(Nc2ccc(C#N)cc2)C(N)=S)c1, CCOC(C)=O, CC#N, [Na+], O=C([O-])O. The product is COc1cc(OC)c(F)c(C(Nc2ccc(C#N)cc2)C(=N)SC)c1. As a reaction SMILES: [C:1](#[N:2])[c:3]1[cH:4][cH:5][c:6]([NH:9][CH:10]([C:11](=[S:12])[NH2:13])[c:14]2[c:15]([F:24])[c:16]([O:22][CH3:23])[cH:17][c:18]([O:20][CH3:21])[cH:19]2)[cH:7][cH:8]1.[CH3:25][CH2:26][O:27][C:28](=[O:29])[CH3:30].[CH3:36][C:37]#[N:38].[Na+:31].[OH:32][C:33](=[O:34])[O-:35]>>[C:1](#[N:2])[c:3]1[cH:4][cH:5][c:6]([NH:9][CH:10]([C:11]([S:12][CH3:25])=[NH:13])[c:14]2[c:15]([F:24])[c:16]([O:22][CH3:23])[cH:17][c:18]([O:20][CH3:21])[cH:19]2)[cH:7][cH:8]1. The reactants are C(=O)(O)C1=CC=C(C=C1)N1N=C(CC1=O)C(=O)OCC (1-(p-carboxyphenyl)-3-ethoxycarbonyl-2-pyrazolin-5-one), OC1=CC=C(C=O)C=C1 (p-hydroxybenzaldehyde). Solvent: C(C)(=O)O (acetic acid). The product is C(=O)(O)C1=CC=C(C=C1)N1N=C(C(C1=O)=CC1=CC=C(C=C1)O)C(=O)OCC (1-(p-carboxyphenyl)-3-ethoxycarbonyl-4-(p-hydroxybenzylidene)-2-pyrazolin-5-one). As a reaction SMILES: [C:1]([C:4]1[CH:9]=[CH:8][C:7]([N:10]2[C:14](=[O:15])[CH2:13][C:12]([C:16]([O:18][CH2:19][CH3:20])=[O:17])=[N:11]2)=[CH:6][CH:5]=1)([OH:3])=[O:2].[OH:21][C:22]1[CH:29]=[CH:28][C:25]([CH:26]=O)=[CH:24][CH:23]=1>C(O)(=O)C>[C:1]([C:4]1[CH:5]=[CH:6][C:7]([N:10]2[C:14](=[O:15])[C:13](=[CH:26][C:25]3[CH:28]=[CH:29][C:22]([OH:21])=[CH:23][CH:24]=3)[C:12]([C:16]([O:18][CH2:19][CH3:20])=[O:17])=[N:11]2)=[CH:8][CH:9]=1)([OH:3])=[O:2]. Procedure details: 276 g (1 mole) of 1-(p-carboxyphenyl)-3-ethoxycarbonyl-2-pyrazolin-5-one and 122 g (1 mole) of p-hydroxybenzaldehyde were dissolved in 1000 ml of acetic acid. The reaction mixture was refluxed for 3 h. The dye crystallized partially. After cooling to room temperature the dye was filtered with suction and rinsed with acetone. Starting materials: [Na] (sodium), C (charcoal), C1(CCCC1)C1(C(C2=C(C(=C(C=C2C1)OCC#N)Cl)Cl)=O)C ([(2-Cyclopentyl-6,7-dichloro-2,3-dihydro-2-methyl-1-oxo-1H-inden-5-yl)oxy]acetonitrile), [Cl-].[NH4+] (Ammonium chloride). Solvent: CO (methanol), O1CCOCC1 (dioxane). Run at time 1 hour. Yields the product O.Cl.C1(CCCC1)C1(C(C2=C(C(=C(C=C2C1)OCC(N)=N)Cl)Cl)=O)C.C1(CCCC1)C1(C(C2=C(C(=C(C=C2C1)OCC(N)=N)Cl)Cl)=O)C.Cl ([(2-Cyclopentyl-6,7-dichloro-2,3-dihydro-2-methyl-1-oxo-1H-inden-5-yl)oxy]ethanimidamide hydrochloride hemihydrate). The yield is 63.6%. As a reaction SMILES: [CH:1]1([C:6]2([CH3:22])[CH2:14][C:13]3[C:8](=[C:9]([Cl:20])[C:10]([Cl:19])=[C:11]([O:15][CH2:16][C:17]#[N:18])[CH:12]=3)[C:7]2=[O:21])[CH2:5][CH2:4][CH2:3][CH2:2]1.[Na].[Cl-:24].[NH4+:25].C>CO.O1CCOCC1>[OH2:15].[ClH:19].[CH:1]1([C:6]2([CH3:22])[CH2:14][C:13]3[C:8](=[C:9]([Cl:20])[C:10]([Cl:19])=[C:11]([O:15][CH2:16][C:17](=[NH:25])[NH2:18])[CH:12]=3)[C:7]2=[O:21])[CH2:2][CH2:3][CH2:4][CH2:5]1.[CH:1]1([C:6]2([CH3:22])[CH2:14][C:13]3[C:8](=[C:9]([Cl:20])[C:10]([Cl:19])=[C:11]([O:15][CH2:16][C:17](=[NH:25])[NH2:18])[CH:12]=3)[C:7]2=[O:21])[CH2:2][CH2:3][CH2:4][CH2:5]1.[ClH:24] |f:2.3,7.8.9.10.11,^1:22|. Procedure: To a suspension of [(2-cyclopentyl-6,7-dichloro-2,3-dihydro-2-methyl-1-oxo-1H-inden-5-yl)oxy]acetonitrile (3.88 g, 10 mmole; see Example 1) in methanol (50 ml) was added sodium metal (0.1 g, 4 mg-atom), and the mixture was stirred for one hour. Ammonium chloride (0.6 g, 11 mmole) was added and the mixture was stirred overnight. The mixture was concentrated to dryness in vacuo, and the resultant residue was triturated with boiling benzene, then collected by filtration. The solid was dissolved in ... Reactants: CC1=C(C(=CC(=C1)C)C)S(=O)(=O)[O-].N[N+]1=C(C=C(C=C1)Br)N (1,2-diamino-4-bromopyridinium 2,4,6-trimethylbenzenesulfonate), FC=1C=C(C(=O)Cl)C=CN1 (2-fluoroisonicotinoyl chloride). Yields the product BrC1=CC=2N(C=C1)N=C(N2)C2=CC(=NC=C2)F (7-bromo-2-(2-fluoropyridin-4-yl)-[1,2,4]triazolo[1,5-a]pyridine). Yield: 77.6%. Reaction SMILES: CC1C=C(C)C=C(C)C=1S([O-])(=O)=O.[NH2:14][N+:15]1[CH:20]=[CH:19][C:18]([Br:21])=[CH:17][C:16]=1[NH2:22].[F:23][C:24]1[CH:25]=[C:26]([CH:30]=[CH:31][N:32]=1)[C:27](Cl)=O>>[Br:21][C:18]1[CH:19]=[CH:20][N:15]2[N:14]=[C:27]([C:26]3[CH:30]=[CH:31][N:32]=[C:24]([F:23])[CH:25]=3)[N:22]=[C:16]2[CH:17]=1 |f:0.1|. Procedure: The product was prepared in the same manner as described in example 1b using 1,2-diamino-4-bromopyridinium 2,4,6-trimethylbenzenesulfonate (2.2 g, 5.67 mmol) and 2-fluoroisonicotinoyl chloride (1.81 g, 11.3 mmol) as starting materials. The reaction affords 7-bromo-2-(2-fluoropyridin-4-yl)-[1,2,4]triazolo[1,5-a]pyridine (1.29 g, 77.7%) as white powder. MS: m/z=294.9 (M+H+).